Task: describe an organic reaction: reactants, conditions, products, and yield. Dataset: the Open Reaction Database (ORD), a public repository of structured organic reaction records RXN SMILES: [CH3:1][O:2][c:3]1[cH:4][c:5]([N:12]2[CH2:13][CH2:14][CH:15]([N:18]3[CH2:19][CH2:20][N:21]([CH3:24])[CH2:22][CH2:23]3)[CH2:16][CH2:17]2)[cH:6][cH:7][c:8]1[N+:9]([O-:10])=[O:11].[CH3:25][CH2:26][O:27][C:28](=[O:29])[CH3:30].[CH3:31][OH:32]>>[CH3:1][O:2][c:3]1[cH:4][c:5]([N:12]2[CH2:13][CH2:14][CH:15]([N:18]3[CH2:19][CH2:20][N:21]([CH3:24])[CH2:22][CH2:23]3)[CH2:16][CH2:17]2)[cH:6][cH:7][c:8]1[NH2:9]. Yields the product COc1cc(N2CCC(N3CCN(C)CC3)CC2)ccc1N. Starting materials: COc1cc(N2CCC(N3CCN(C)CC3)CC2)ccc1[N+](=O)[O-], CCOC(C)=O, CO. Reactants: COC(C1=CC=C(C=C1)CCCO)=O (4-(3-hydroxy-propyl)-benzoic acid methyl ester), C(=O)(N1C=NC=C1)N1C=NC=C1 (1,1′-carbonyldiimidazole), C(C=C)Br (Allyl bromide). The solvent is CC#N (CH3CN). Product: COC(C1=CC=C(C=C1)CCCBr)=O (4-(3-Bromo-propyl)-benzoic acid methyl ester). RXN SMILES: [CH3:1][O:2][C:3](=[O:14])[C:4]1[CH:9]=[CH:8][C:7]([CH2:10][CH2:11][CH2:12]O)=[CH:6][CH:5]=1.C(N1C=CN=C1)(N1C=CN=C1)=O.C([Br:30])C=C>CC#N>[CH3:1][O:2][C:3](=[O:14])[C:4]1[CH:9]=[CH:8][C:7]([CH2:10][CH2:11][CH2:12][Br:30])=[CH:6][CH:5]=1. Procedure: A solution of 4-(3-hydroxy-propyl)-benzoic acid methyl ester (11.98 g) and 1,1′-carbonyldiimidazole (9.0 g, 55.50 mmol) in CH3CN (200 mL) was stirred at room temperature for 1.5 h. Allyl bromide (20 mL) was added and the reaction mixture was heated under reflux for 20 h. The reaction mixture was cooled to room temperature and saturated aqueous NaHCO3was added. The aqueous solution was washed with EtOAc (3×) and the organic solutions were combined, dried (MgSO4), filtered and concentrated. Purifi... Starting materials: CC(=O)OC1CCC2C3C(CCC=O)Cc4cc(OC(=O)c5ccccc5)ccc4C3CCC12C, CCC=CC(=O)O, CCOC(=O)CP(=O)(OCC)OCC, CC(=O)O, [H-], [Na+], [Na+], C1CCOC1, [OH-]. Product: CCOC(=O)C=CCCC1Cc2cc(OC(=O)c3ccccc3)ccc2C2CCC3(C)C(OC(C)=O)CCC3C12. RXN SMILES: [C:17]([CH3:18])(=[O:19])[O:20][CH:21]1[C:22]2([CH3:23])[CH:24]([CH2:25][CH2:26]1)[CH:27]1[CH:28]([CH2:48][CH2:49][CH:50]=[O:51])[CH2:29][c:30]3[cH:31][c:32]([O:39][C:40]([c:41]4[cH:42][cH:43][cH:44][cH:45][cH:46]4)=[O:47])[cH:33][cH:34][c:35]3[CH:36]1[CH2:37][CH2:38]2.[C:52]([OH:53])(=[O:54])[CH:55]=[CH:56][CH2:57][CH3:58].[CH3:3][CH2:4][O:5][C:6](=[O:7])[CH2:8][P:9]([O:10][CH2:11][CH3:12])([O:13][CH2:14][CH3:15])=[O:16].[CH3:66][C:67](=[O:68])[OH:69].[H-:1].[Na+:2].[Na+:60].[O:61]1[CH2:62][CH2:63][CH2:64][CH2:65]1.[OH-:59]>>[CH3:3][CH2:4][O:5][C:6](=[O:7])[CH:8]=[CH:50][CH2:49][CH2:48][CH:28]1[CH:27]2[CH:24]3[C:22]([CH3:23])([CH:21]([O:20][C:17]([CH3:18])=[O:19])[CH2:26][CH2:25]3)[CH2:38][CH2:37][CH:36]2[c:35]2[c:30]([cH:31][c:32]([O:39][C:40]([c:41]3[cH:42][cH:43][cH:44][cH:45][cH:46]3)=[O:47])[cH:33][cH:34]2)[CH2:29]1. The reactants are CS(C)=O, COC(=O)c1ccc([N+](=O)[O-])o1, [H-], Nc1ncnc2c1c(-c1ccc(O)cc1)nn2C1CCCC1, [Na+], O. Yields the product COC(=O)c1ccc(Oc2ccc(-c3nn(C4CCCC4)c4ncnc(N)c34)cc2)o1. RXN SMILES: [CH3:23][S:24]([CH3:25])=[O:26].[CH3:29][O:30][C:31](=[O:32])[c:33]1[o:34][c:35]([N+:38]([O-:39])=[O:40])[cH:36][cH:37]1.[H-:27].[NH2:1][c:2]1[c:3]2[c:4]([n:5][cH:6][n:7]1)[n:8]([CH:18]1[CH2:19][CH2:20][CH2:21][CH2:22]1)[n:9][c:10]2-[c:11]1[cH:12][cH:13][c:14]([OH:17])[cH:15][cH:16]1.[Na+:28].[OH2:41]>>[NH2:1][c:2]1[c:3]2[c:4]([n:5][cH:6][n:7]1)[n:8]([CH:18]1[CH2:19][CH2:20][CH2:21][CH2:22]1)[n:9][c:10]2-[c:11]1[cH:12][cH:13][c:14]([O:17][c:35]2[o:34][c:33]([C:31]([O:30][CH3:29])=[O:32])[cH:37][cH:36]2)[cH:15][cH:16]1. Reactants: C(CCC)N1N=CC(=C1C1=C(C=C(C=C1)Cl)OCC1=C(C=CC=C1Cl)C(=O)OC)/C=C(/C(=O)OCC)\CC1=CC2=C(CCO2)C=C1OC (ethyl (E)-[1-n-butyl-5-[2-(2-(methoxycarbonyl)-6-chlorophenylmethoxy]-4-chlorophenyl]-1H-pyrazol-4-yl]-2-[(5-methoxy-2,3-dihydrobenzofuran-6-yl)methyl]-2-propenoate), CCOC(=O)C.CCCCCC (EtOAc hexane). Run in CC(=O)O (AcOH). Product: C(CCC)N1N=CC(=C1C1=C(C=C(C=C1)Cl)OCC1=C(C=CC=C1)C(=O)O)/C=C(/C(=O)O)\CC1=CC2=C(CCO2)C=C1OC ((E)-3-[1-n-Butyl-5-[2-(2-carboxyphenyl)methoxy-4-chlorophenyl]-1H-pyrazol-4-yl]-2-[(5-methoxy-2,3-dihydrobenzofuran-6-yl)methyl]-prop-2-enoic acid). Yield: 90.0%. As a reaction SMILES: [CH2:1]([N:5]1[C:9]([C:10]2[CH:15]=[CH:14][C:13]([Cl:16])=[CH:12][C:11]=2[O:17][CH2:18][C:19]2[C:24](Cl)=[CH:23][CH:22]=[CH:21][C:20]=2[C:26]([O:28]C)=[O:27])=[C:8](/[CH:30]=[C:31](\[CH2:37][C:38]2[C:46]([O:47][CH3:48])=[CH:45][C:41]3[CH2:42][CH2:43][O:44][C:40]=3[CH:39]=2)/[C:32]([O:34]CC)=[O:33])[CH:7]=[N:6]1)[CH2:2][CH2:3][CH3:4].CCOC(C)=O.CCCCCC>CC(O)=O>[CH2:1]([N:5]1[C:9]([C:10]2[CH:15]=[CH:14][C:13]([Cl:16])=[CH:12][C:11]=2[O:17][CH2:18][C:19]2[CH:24]=[CH:23][CH:22]=[CH:21][C:20]=2[C:26]([OH:28])=[O:27])=[C:8](/[CH:30]=[C:31](\[CH2:37][C:38]2[C:46]([O:47][CH3:48])=[CH:45][C:41]3[CH2:42][CH2:43][O:44][C:40]=3[CH:39]=2)/[C:32]([OH:34])=[O:33])[CH:7]=[N:6]1)[CH2:2][CH2:3][CH3:4] |f:1.2|. Procedure details: Following the procedure of Example (1u) except substituting Ethyl (E)-3-[1-n-Butyl-5-[2-(2-methoxycarbonyl)phenylmethoxy-4-chlorophenyl]- 1H-pyrazol-4-yl]-2-[(5-methoxy-2,3-dihydrobenzofuran-6-yl)methyl]-2-propenoate for ethyl (E)-[1-n-butyl-5-[2-(2-(methoxycarbonyl)-6-chlorophenylmethoxy]-4-chlorophenyl]-1H-pyrazol-4-yl]-2-[(5-methoxy-2,3-dihydrobenzofuran-6-yl)methyl]-2-propenoate, the title compound was prepared in 90% yield as a white solid: Rƒ0.58 (1:1 EtOAc/hexane with 1% AcOH); 1H NMR (40... As a reaction SMILES: [CH:35]([N:36]([CH2:37][CH3:38])[CH:39]([CH3:40])[CH3:41])([CH3:42])[CH3:43].[Cl:13][c:14]1[c:15]2[n:16][cH:17][n:18]([CH:23]3[CH2:24][CH:25]([CH2:33][F:34])[CH:26]4[O:27][C:28]([CH3:31])([CH3:32])[O:29][CH:30]34)[c:19]2[n:20][cH:21][n:22]1.[Cl:2][c:3]1[c:4]([CH2:8][CH:9]([CH2:10][CH3:11])[NH2:12])[s:5][cH:6][cH:7]1.[ClH:1]>>[Cl:2][c:3]1[c:4]([CH2:8][CH:9]([CH2:10][CH3:11])[NH:12][c:14]2[c:15]3[n:16][cH:17][n:18]([CH:23]4[CH2:24][CH:25]([CH2:33][F:34])[CH:26]5[O:27][C:28]([CH3:31])([CH3:32])[O:29][CH:30]45)[c:19]3[n:20][cH:21][n:22]2)[s:5][cH:6][cH:7]1. Yields the product CCC(Cc1sccc1Cl)Nc1ncnc2c1ncn2C1CC(CF)C2OC(C)(C)OC21. The reactants are CCN(C(C)C)C(C)C, CC1(C)OC2C(CF)CC(n3cnc4c(Cl)ncnc43)C2O1, CCC(N)Cc1sccc1Cl, Cl. Starting materials: O=C([O-])[O-], CCOC(=O)CN(c1ccc2c(c1)nc(COc1ccc(C#N)cc1)n2C)S(=O)(=O)c1ccccc1, CCO, [NH4+], [NH4+]. Product: CCOC(=O)CN(c1ccc2c(c1)nc(COc1ccc(C(=N)N)cc1)n2C)S(=O)(=O)c1ccccc1. RXN SMILES: [C:37](=[O:38])([O-:39])[O-:40].[CH3:1][n:2]1[c:3]([CH2:27][O:28][c:29]2[cH:30][cH:31][c:32]([C:35]#[N:36])[cH:33][cH:34]2)[n:4][c:5]2[c:6]1[cH:7][cH:8][c:9]([N:11]([CH2:12][C:13](=[O:14])[O:15][CH2:16][CH3:17])[S:18](=[O:19])(=[O:20])[c:21]1[cH:22][cH:23][cH:24][cH:25][cH:26]1)[cH:10]2.[CH3:43][CH2:44][OH:45].[NH4+:41].[NH4+:42]>>[CH3:1][n:2]1[c:3]([CH2:27][O:28][c:29]2[cH:30][cH:31][c:32]([C:35]([NH2:36])=[NH:41])[cH:33][cH:34]2)[n:4][c:5]2[c:6]1[cH:7][cH:8][c:9]([N:11]([CH2:12][C:13](=[O:14])[O:15][CH2:16][CH3:17])[S:18](=[O:19])(=[O:20])[c:21]1[cH:22][cH:23][cH:24][cH:25][cH:26]1)[cH:10]2. The reactants are O (water), C (charcoal), [Se](=O)=O (selenium dioxide), C(C)(=O)C=1C=C(C=CC1)NS(=O)(=O)C1=CC=CC=C1 (N-(3-acetyl-phenyl)-benzenesulphonamide), O1CCOCC1 (dioxane). Conditions: temperature 80 celsius, time 4 day. The product is C(C)OC(C(=O)C=1C=C(C=CC1)NS(=O)(=O)C1=CC=CC=C1)O (N-[3-(2-ethoxy-2-hydroxyacetyl)-phenyl]-benzenesulphonamide). Reaction SMILES: [OH2:1].C.[Se](=O)=O.[C:6]([C:9]1[CH:10]=[C:11]([NH:15][S:16]([C:19]2[CH:24]=[CH:23][CH:22]=[CH:21][CH:20]=2)(=[O:18])=[O:17])[CH:12]=[CH:13][CH:14]=1)(=[O:8])[CH3:7].[O:25]1CCO[CH2:27][CH2:26]1>>[CH2:26]([O:25][CH:7]([OH:1])[C:6]([C:9]1[CH:10]=[C:11]([NH:15][S:16]([C:19]2[CH:24]=[CH:23][CH:22]=[CH:21][CH:20]=2)(=[O:18])=[O:17])[CH:12]=[CH:13][CH:14]=1)=[O:8])[CH3:27]. Procedure details: 1 ml of water, 1 g activated charcoal and 2.66 g (24 mmol) selenium dioxide are added to a solution of 1.65 g (6 mmol) N-(3-acetyl-phenyl)-benzenesulphonamide in 10 ml dioxane. The reaction mixture is stirred for 4 days at 80° C. and then concentrated by evaporation in the rotary evaporator. The residue is dissolved in 30 ml of ethanol and refluxed for 4 hours. Then the reaction mixture is concentrated by evaporation in the rotary evaporator. The residue is dissolved in 100 ml of ethyl acetate, ... Yields the product N1=CN=CC(=C1)N1[C@@H]2CN([C@H](C1)C2)C(=O)OC(C)(C)C (tert-butyl (1S,4S)-5-(5-pyrimidinyl)-2,5-diazabicyclo[2.2.1]heptane-2-carboxylate). Yield: 99.0%. Reaction SMILES: [C@H:1]12[CH2:7][C@H:4]([NH:5][CH2:6]1)[CH2:3][N:2]2[C:8]([O:10][C:11]([CH3:14])([CH3:13])[CH3:12])=[O:9].Br[C:16]1[CH:17]=[N:18][CH:19]=[N:20][CH:21]=1>>[N:18]1[CH:17]=[C:16]([N:5]2[CH2:6][C@@H:1]3[CH2:7][C@H:4]2[CH2:3][N:2]3[C:8]([O:10][C:11]([CH3:14])([CH3:13])[CH3:12])=[O:9])[CH:21]=[N:20][CH:19]=1. Reactants: [C@@H]12N(C[C@@H](NC1)C2)C(=O)OC(C)(C)C (tert-Butyl (1S,4S)-2,5-diazabicyclo[2.2.1]heptane-2-carboxylate), BrC=1C=NC=NC1 (5-bromopyrimidine). Procedure: tert-Butyl (1S,4S)-2,5-diazabicyclo[2.2.1]heptane-2-carboxylate (330 mg, 1.6 mmol), prepared as described in (J. Med. Chem., (1988) 31, 1598-1611), and 5-bromopyrimidine (purchased from Acros Scientific) were processed as described in Example 15C to provide the title compound (99% yield). MS (DCI/NH3) m/z 277 (M+H)+. The product is CC(C)(C)OC(=O)N1CCN2C(=O)OCC2C1. The reactants are CC(C)(C)OC(=O)N1CCNC(CO)C1, CCOC(=O)OCC, CC[O-], CCO, [H-], [Na+], [Na+]. As a reaction SMILES: [C:15](=[O:16])([O:17][C:18]([CH3:19])([CH3:20])[CH3:21])[N:22]1[CH2:23][CH:24]([CH2:28][OH:29])[NH:25][CH2:26][CH2:27]1.[C:7](=[O:8])([O:9][CH2:10][CH3:11])[O:12][CH2:13][CH3:14].[CH3:1][CH2:2][O-:3].[CH3:30][CH2:31][OH:32].[H-:5].[Na+:4].[Na+:6]>>[C:2]1(=[O:3])[N:25]2[CH:24]([CH2:23][N:22]([C:15](=[O:16])[O:17][C:18]([CH3:19])([CH3:20])[CH3:21])[CH2:27][CH2:26]2)[CH2:28][O:29]1.